From a dataset of the Open Reaction Database (ORD), a public repository of structured organic reaction records. describe an organic reaction: reactants, conditions, products, and yield Starting materials: C(C1=CC=CC=C1)NCC([C@H](CC(C)C)NC(=O)OCC1=CC=CC=C1)O ((3S)-N-benzyl-3-carbobenzoxyamino-2-hydroxy-5-methylhexylamine), Cl (hydrochloric acid). The reagents and catalysts are [Pd] (palladium charcoal). Solvent: CO (methanol). Yields the product Cl.Cl.C(C1=CC=CC=C1)NCC([C@H](CC(C)C)N)O ((3S) -N-benzyl-3-amino-2-hydroxy-5-methylhexylamine dihydrochloride). As a reaction SMILES: [CH2:1]([NH:8][CH2:9][CH:10]([OH:27])[C@@H:11]([NH:16]C(OCC1C=CC=CC=1)=O)[CH2:12][CH:13]([CH3:15])[CH3:14])[C:2]1[CH:7]=[CH:6][CH:5]=[CH:4][CH:3]=1.[ClH:28]>CO.[Pd]>[ClH:28].[ClH:28].[CH2:1]([NH:8][CH2:9][CH:10]([OH:27])[C@@H:11]([NH2:16])[CH2:12][CH:13]([CH3:14])[CH3:15])[C:2]1[CH:7]=[CH:6][CH:5]=[CH:4][CH:3]=1 |f:4.5.6|. Reported procedure: To a solution of 100 mg of (3S)-3-carbobenzoxyamino-5-methyl-1,2-epoxyhexane in 10 ml of diethyl ether were added 2 g of dry silica gel and 0.1 ml of benzylamine, and the mixture was stirred for 16 hours at room temperature, then heated under reflux for 2 hours. After filtration of the silica gel, the filtrate was evaporated under reduced pressure. The residue was purified by preparative silica gel thin layer chromatography (developing solvent: lower layer of chloroform/methanol/water=8/3/1 by v... The reactants are CCO, O=[N+]([O-])c1ncc(F)cc1[O-], [Na+], O=[Pt]=O. Product: Nc1ncc(F)cc1O. RXN SMILES: [CH3:13][CH2:14][OH:15].[F:1][c:2]1[cH:3][c:4]([O-:11])[c:5]([N+:8]([O-:9])=[O:10])[n:6][cH:7]1.[Na+:12].[Pt:16](=[O:17])=[O:18]>>[F:1][c:2]1[cH:3][c:4]([OH:11])[c:5]([NH2:8])[n:6][cH:7]1. Starting materials: N1C(CC2=CC=CC=C12)=O (2-oxindole), C(C)(C)N=C=O (isopropyl isocyanate). The solvent is C1(=CC=CC=C1)C (toluene). Reaction conditions: time 8 hour. Yields the product C(C)(C)NC(=O)N1C(CC2=CC=CC=C12)=O (1-N-i-Propylcarbamoyloxindole). Reaction SMILES: [NH:1]1[C:9]2[C:4](=[CH:5][CH:6]=[CH:7][CH:8]=2)[CH2:3][C:2]1=[O:10].[CH:11]([N:14]=[C:15]=[O:16])([CH3:13])[CH3:12]>C1(C)C=CC=CC=1>[CH:11]([NH:14][C:15]([N:1]1[C:9]2[C:4](=[CH:5][CH:6]=[CH:7][CH:8]=2)[CH2:3][C:2]1=[O:10])=[O:16])([CH3:13])[CH3:12]. Procedure: To a stirred suspension of 5.0 g. (37.6 mmole) of 2-oxindole in 50 ml. of toluene was added 8.0 g. (94.0 mmole) of isopropyl isocyanate, and the mixture was heated under reflux for 6 hours. The reaction mixture was allowed to cool and then it was stirred at room temperature overnight. The solvent was removed by evaporation in vacuo, and the residue was dissolved in hot cyclohexane. The solution was allowed to cool and the solid was collected by filtration, giving 7.0 g. of the title compound, m.... Reactants: Br.C(C1=CC=CC=C1)N1CC2=C(C(=CC=C2C(C1)C1=CC(=C(C=C1)O)O)O)[N+](=O)[O-] (2-benzyl-4-(3,4-dihydroxyphenyl)-7-hydroxy-8-nitro-1,2,3,4-tetrahydroisoquinoline hydrobromide). Reagents/catalysts: [Ni] (Raney nickel). The solvent is C(C)O (ethanol). The product is Br.NC=1C(=CC=C2C(CN(CC12)CC1=CC=CC=C1)C1=CC(=C(C=C1)O)O)O (8-amino-2-benzyl-4-(3,4-dihydroxyphenyl)-7-hydroxy-1,2,3,4-tetrahydroisoquinoline hydrobromide). Isolated yield 91.2%. RXN SMILES: [BrH:1].[CH2:2]([N:9]1[CH2:18][CH:17]([C:19]2[CH:24]=[CH:23][C:22]([OH:25])=[C:21]([OH:26])[CH:20]=2)[C:16]2[C:11](=[C:12]([N+:28]([O-])=O)[C:13]([OH:27])=[CH:14][CH:15]=2)[CH2:10]1)[C:3]1[CH:8]=[CH:7][CH:6]=[CH:5][CH:4]=1>C(O)C.[Ni]>[BrH:1].[NH2:28][C:12]1[C:13]([OH:27])=[CH:14][CH:15]=[C:16]2[C:11]=1[CH2:10][N:9]([CH2:2][C:3]1[CH:4]=[CH:5][CH:6]=[CH:7][CH:8]=1)[CH2:18][CH:17]2[C:19]1[CH:24]=[CH:23][C:22]([OH:25])=[C:21]([OH:26])[CH:20]=1 |f:0.1,4.5|. Procedure: 1.03 g of 2-benzyl-4-(3,4-dihydroxyphenyl)-7-hydroxy-8-nitro-1,2,3,4-tetrahydroisoquinoline hydrobromide was suspended in 20 ml of ethanol, and after adding thereto 1 ml of Raney nickel, hydrogenation reaction was performed at 40° C. The hydrogenation reaction was over, the reaction mixture was filtered, and concentrated, affording 0.88 g of 8-amino-2-benzyl-4-(3,4-dihydroxyphenyl)-7-hydroxy-1,2,3,4-tetrahydroisoquinoline hydrobromide.